This data is from the Open Reaction Database (ORD), a public repository of structured organic reaction records. The task is: describe an organic reaction: reactants, conditions, products, and yield Starting materials: CC(=O)OC(C)=O, COCCCc1ccc(C(C)=O)cc1, O=CO, O, O=S(=O)(O)O. Product: COCCCc1ccc(O)cc1. RXN SMILES: [CH3:18][C:19]([O:20][C:21](=[O:22])[CH3:23])=[O:24].[CH3:1][O:2][CH2:3][CH2:4][CH2:5][c:6]1[cH:7][cH:8][c:9]([C:12](=[O:13])[CH3:14])[cH:10][cH:11]1.[CH:15](=[O:16])[OH:17].[OH2:30].[S:25](=[O:26])(=[O:27])([OH:28])[OH:29]>>[CH3:1][O:2][CH2:3][CH2:4][CH2:5][c:6]1[cH:7][cH:8][c:9]([OH:16])[cH:10][cH:11]1. Reactants: NC1=C(O)C=C(C=C1O)[N+](=O)[O-] (2-amino-5-nitroresorcinol), C(C)(OCC)(OCC)OCC (triethyl orthoacetate). The solvent is C1(=CC=CC=C1)C (toluene), C1CCOC1 (THF). The product is [N+](=O)([O-])C1=CC2=C(N=C(O2)C)C(=C1)O (6-Nitro-4-hydroxy-2-methylbenzoxazole). Isolated yield 39.4%. RXN SMILES: [NH2:1][C:2]1[C:8]([OH:9])=[CH:7][C:6]([N+:10]([O-:12])=[O:11])=[CH:5][C:3]=1[OH:4].[C:13](OCC)(OCC)(OCC)[CH3:14]>C1(C)C=CC=CC=1.C1COCC1>[N+:10]([C:6]1[CH:5]=[C:3]([OH:4])[C:2]2[N:1]=[C:13]([CH3:14])[O:9][C:8]=2[CH:7]=1)([O-:12])=[O:11]. Procedure: To a stirred solution of the 2-amino-5-nitroresorcinol (2.9 g, 0.017 mole) in toluene (50 ml) and THF (5 ml) was added triethyl orthoacetate (4.1 g, 0.0255 mole). This mixture was heated to reflux for one hour. Upon cooling, the product crystallized out of solution and was collected and dried to yield a tan solid (1.3 g, 39.4 percent). TLC showed the product to be pure. Starting materials: C1(CCCC1)OC=1C=C(C=CC1OC)C=1C=NC=NC1 (5-(3-Cyclopentyloxy-4-methoxyphenyl)pyrimidine), ClC=1C=C(C(=O)OO)C=CC1 (3-chloroperoxybenzoic acid). The solvent is ClCCl (dichloromethane). Reaction conditions: time 5 day. Yields the product C1(CCCC1)OC=1C=C(C=CC1OC)C=1C=NC=[N+](C1)[O-] (5-(3-Cyclopentyloxy-4-methoxyphenyl)pyrimidine-N-oxide). Reaction SMILES: [CH:1]1([O:6][C:7]2[CH:8]=[C:9]([C:15]3[CH:16]=[N:17][CH:18]=[N:19][CH:20]=3)[CH:10]=[CH:11][C:12]=2[O:13][CH3:14])[CH2:5][CH2:4][CH2:3][CH2:2]1.ClC1C=C(C=CC=1)C(OO)=[O:26]>ClCCl>[CH:1]1([O:6][C:7]2[CH:8]=[C:9]([C:15]3[CH:16]=[N:17][CH:18]=[N+:19]([O-:26])[CH:20]=3)[CH:10]=[CH:11][C:12]=2[O:13][CH3:14])[CH2:2][CH2:3][CH2:4][CH2:5]1. Reported procedure: A solution of 5-(3-Cyclopentyloxy-4-methoxyphenyl)pyrimidine (1.37 g) and 3-chloroperoxybenzoic acid (50.60%) (1.75 g) in dichloromethane (35 ml) was stirred at RT and the reaction followed by t.l.c. After 5 days, the reaction mixture was partitioned three times between dichloromethane (50 ml) and 10% aqueous Na2SO3 solution (50 ml).